From a dataset of the Open Reaction Database (ORD), a public repository of structured organic reaction records. describe an organic reaction: reactants, conditions, products, and yield The reactants are C(C1=CN=CC=C1)=O (nicotinaldehyde), Cl.NC(CN1CCN(CC2=C1C=CC(=C2)C2=CC=CC=C2)C(=O)C2=CC=CC1=CC=CC=C21)CS ((+,−)-1-(2-Amino-3-mercaptopropyl)-2,3,4,5-tetrahydro-4-(naphthalenylcarbonyl)-7-phenyl-1H-1,4-benzodiazepine, Monohydrochloride). Yields the product Cl.C1(=CC=CC2=CC=CC=C12)C(=O)N1CCN(C2=C(C1)C=C(C=C2)C2=CC=CC=C2)CC=2C=NC=CC2 (2,3,4,5,-Tetrahydro-4-(1-naphthalenylcarbonyl)-7-phenyl-1-(3-pyridinylmethyl)-1H-1,4-benzodiazepine, hydrochloride). RXN SMILES: [CH:1](=O)[C:2]1[CH:7]=[CH:6][CH:5]=[N:4][CH:3]=1.[ClH:9].NC(CS)C[N:13]1[C:19]2[CH:20]=[CH:21][C:22]([C:24]3[CH:29]=[CH:28][CH:27]=[CH:26][CH:25]=3)=[CH:23][C:18]=2[CH2:17][N:16]([C:30]([C:32]2[C:41]3[C:36](=[CH:37][CH:38]=[CH:39][CH:40]=3)[CH:35]=[CH:34][CH:33]=2)=[O:31])[CH2:15][CH2:14]1>>[ClH:9].[C:32]1([C:30]([N:16]2[CH2:17][C:18]3[CH:23]=[C:22]([C:24]4[CH:29]=[CH:28][CH:27]=[CH:26][CH:25]=4)[CH:21]=[CH:20][C:19]=3[N:13]([CH2:1][C:2]3[CH:3]=[N:4][CH:5]=[CH:6][CH:7]=3)[CH2:14][CH2:15]2)=[O:31])[C:41]2[C:36](=[CH:37][CH:38]=[CH:39][CH:40]=2)[CH:35]=[CH:34][CH:33]=1 |f:1.2,3.4|. Procedure details: The title compound was prepared from nicotinaldehyde and the compound E of Example 2 by following the procedure described for the preparation of Example 6. MS (M+H): 470. Reactants: Cl (hydrochloric acid), ClC1=C(C(=O)O)C=C(C=C1[N+](=O)[O-])Cl (2,5-dichloro-3-nitrobenzoic acid), C([O-])([O-])=O.[K+].[K+] (potassium carbonate), NCCC1=CC=C(C(=O)O)C=C1 (4-(aminoethyl)benzoic acid). Solvent: CO (methanol). Yields the product ClC=1C=C(C(=C(C(=O)O)C1)NCCC1=CC=C(C=C1)C(=O)O)[N+](=O)[O-] (5-chloro-2-[(4-carboxyphenyl)ethyl]amino-3-nitrobenzoic acid). Yield: 55.2%. Reaction SMILES: Cl[C:2]1[C:10]([N+:11]([O-:13])=[O:12])=[CH:9][C:8]([Cl:14])=[CH:7][C:3]=1[C:4]([OH:6])=[O:5].C(=O)([O-])[O-].[K+].[K+].[NH2:21][CH2:22][CH2:23][C:24]1[CH:32]=[CH:31][C:27]([C:28]([OH:30])=[O:29])=[CH:26][CH:25]=1.Cl>CO>[Cl:14][C:8]1[CH:9]=[C:10]([N+:11]([O-:13])=[O:12])[C:2]([NH:21][CH2:22][CH2:23][C:24]2[CH:32]=[CH:31][C:27]([C:28]([OH:30])=[O:29])=[CH:26][CH:25]=2)=[C:3]([CH:7]=1)[C:4]([OH:6])=[O:5] |f:1.2.3|. Procedure: A mixture of 2,5-dichloro-3-nitrobenzoic acid (23.6 g, 100 mmol), powdered potassium carbonate (41.1 g, 300 mmol), and 4-(aminoethyl)benzoic acid (60.04 g, 400 mmol) in 250 ml of methanol was refluxed under argon for 18 hours. The reaction mixture was poured into 650 ml of 10% aqueous hydrochloric acid solution. The solid was collected and triturated with ethyl acetate. The ethyl acetate extract was decanted, dried with magnesium sulfate and concentrated in vacuo to give 20.15 g (57.5%) of the t... Product: COC1=C(C=CC=C1)/C=C/C(=O)NC1=NN(C=C1)CCCCC(C)=O ((E)-3-(2-Methoxy-phenyl)-N-[1-(5-oxo-hexyl)-1H-pyrazol-3-yl]-acrylamide). Procedure: Following general procedure B followed by either C or D, starting from 1-[4-(2-methyl-[1,3]dioxolan-2-yl)-butyl]-1H-pyrazol-3-ylamine and (E)-3-(2-methoxy-phenyl)-acrylic acid. As a reaction SMILES: [CH3:1][C:2]1([CH2:7][CH2:8][CH2:9][CH2:10][N:11]2[CH:15]=[CH:14][C:13]([NH2:16])=[N:12]2)[O:6]CCO1.[CH3:17][O:18][C:19]1[CH:24]=[CH:23][CH:22]=[CH:21][C:20]=1/[CH:25]=[CH:26]/[C:27](O)=[O:28]>>[CH3:17][O:18][C:19]1[CH:24]=[CH:23][CH:22]=[CH:21][C:20]=1/[CH:25]=[CH:26]/[C:27]([NH:16][C:13]1[CH:14]=[CH:15][N:11]([CH2:10][CH2:9][CH2:8][CH2:7][C:2](=[O:6])[CH3:1])[N:12]=1)=[O:28]. Reactants: CC1(OCCO1)CCCCN1N=C(C=C1)N (1-[4-(2-methyl-[1,3]dioxolan-2-yl)-butyl]-1H-pyrazol-3-ylamine), COC1=C(C=CC=C1)/C=C/C(=O)O ((E)-3-(2-methoxy-phenyl)-acrylic acid). Starting materials: [N+](=O)([O-])C=1C=C(C=CC1OC)C=1OC2=C(N1)C=C(C=C2)Br (2-(3-nitro-4-methoxyphenyl)-5-bromobenzoxazole), CC=1C=C(C=CC1)B(O)O (3-methylphenylboronic acid). Yields the product [N+](=O)([O-])C=1C=C(C=CC1OC)C=1OC2=C(N1)C=C(C=C2)C2=CC(=CC=C2)C (2-(3-Nitro-4-methoxyphenyl)-5-(3-methylphenyl)benzoxazole). As a reaction SMILES: [N+:1]([C:4]1[CH:5]=[C:6]([C:12]2[O:13][C:14]3[CH:20]=[CH:19][C:18](Br)=[CH:17][C:15]=3[N:16]=2)[CH:7]=[CH:8][C:9]=1[O:10][CH3:11])([O-:3])=[O:2].[CH3:22][C:23]1[CH:24]=[C:25](B(O)O)[CH:26]=[CH:27][CH:28]=1>>[N+:1]([C:4]1[CH:5]=[C:6]([C:12]2[O:13][C:14]3[CH:20]=[CH:19][C:18]([C:27]4[CH:26]=[CH:25][CH:24]=[C:23]([CH3:22])[CH:28]=4)=[CH:17][C:15]=3[N:16]=2)[CH:7]=[CH:8][C:9]=1[O:10][CH3:11])([O-:3])=[O:2]. Reported procedure: Prepared by the method of Example 15d), from 2-(3-nitro-4-methoxyphenyl)-5-bromobenzoxazole (200 mg, 0.57 mmol) and 3-methylphenylboronic acid (117 mg, 0.86 mmol) the subtitle compound was obtained, (69 mg, 33%). 1H NMR (DMSO) δ 8.64(d, 1H), 847(dd, 1H), 8.14(d, 1H), 7.86(d, 1H), 7.72(dd, 1H), 7.64(d, 1H), 7.55(m, 2H), 7.39(t, 1H), 7.22(d, 1H), 4.07(s, 1H), 2.40(s, 3H). The reactants are CCOC(C)=O, CCCCCC, CN(C)C=O, O=C1CCC(=O)N1Cl, Clc1ccc(-c2cn3c(n2)CCCC3)c(Cl)c1, O. Product: Clc1ccc(-c2nc3n(c2Cl)CCCC3)c(Cl)c1. As a reaction SMILES: [C:27]([O:28][CH2:29][CH3:30])(=[O:31])[CH3:32].[CH3:33][CH2:34][CH2:35][CH2:36][CH2:37][CH3:38].[CH3:39][N:40]([CH3:41])[CH:42]=[O:43].[Cl:18][N:19]1[C:20](=[O:21])[CH2:22][CH2:23][C:24]1=[O:25].[Cl:1][c:2]1[c:3](-[c:9]2[n:10][c:11]3[n:12]([cH:17]2)[CH2:13][CH2:14][CH2:15][CH2:16]3)[cH:4][cH:5][c:6]([Cl:8])[cH:7]1.[OH2:26]>>[Cl:1][c:2]1[c:3](-[c:9]2[n:10][c:11]3[n:12]([c:17]2[Cl:18])[CH2:13][CH2:14][CH2:15][CH2:16]3)[cH:4][cH:5][c:6]([Cl:8])[cH:7]1. Reaction SMILES: [F:1][C:2]1[CH:9]=[CH:8][C:7]([Br:10])=[CH:6][C:3]=1[CH:4]=[O:5].[C:11]1([Mg]Br)[CH:16]=[CH:15][CH:14]=[CH:13][CH:12]=1>O1CCCC1>[Br:10][C:7]1[CH:8]=[CH:9][C:2]([F:1])=[C:3]([C:4]([C:11]2[CH:16]=[CH:15][CH:14]=[CH:13][CH:12]=2)=[O:5])[CH:6]=1. Run at temperature -78 celsius, time 15 minute. Starting materials: solution, C1(=CC=CC=C1)[Mg]Br (phenylmagnesium bromide), FC1=C(C=O)C=C(C=C1)Br (2-fluoro-5-bromobenzaldehyde). Run in O1CCCC1 (tetrahydrofuran). Reported procedure: A round-bottomed flask was charged with 2-fluoro-5-bromobenzaldehyde (1.01 g) and tetrahydrofuran (50 mL), placed under a nitrogen atmosphere then cooled to −78° C. To this solution was added a 1M solution of phenylmagnesium bromide (5 mL). The reaction was stirred for 15 min then removed from the cold bath and allowed to warm to 0° C. Quenching was achieved by the addition of water and diethyl ether. The organic layer was collected, dried over magnesium sulfate then concentrated to an oil. The ... The product is BrC=1C=CC(=C(C1)C(=O)C1=CC=CC=C1)F ((5-bromo-2-fluorophenyl)(phenyl)methanone). Reactants: C(C)(=O)O (acetic acid), C(#N)[BH3-].[Na+] (sodium cyanoborohydride), C(C)O (Ethanol), C(C)(=O)O (Acetic acid), ClC1=C(C=CC=C1)C=1C2=C(N(C(CN1)=O)C(C)CCC)SC1=C2CCN(C1)C(NC1=C(C=C(C=C1)OC)[N+](=O)[O-])=S (5-(2-chiorophenyl)-1,2,3,6,7,9-hexahydro-N-(4-methoxy-2-nitrophenyl)-2-oxo-1-(2-pentyl)-8H-pyrido[4′,3′:4,5]thieno[2,3-e]-1,4-diazepine-8-carbothioamide). The solvent is O (water). Run at temperature 40 celsius, time 1 hour. Yields the product ClC1=C(C=CC=C1)C1C2=C(N(C(CN1)=O)C(C)CCC)SC1=C2CCN(C1)C(NC1=C(C=C(C=C1)OC)[N+](=O)[O-])=S (5-(2-chlorophenyl)-1,2,3,4,5,6,7,9-octahydro-N-(4-methoxy-2-nitro-phenyl)-2-oxo-1-(2-pentyl)-8H-pyrido[4′,3′:4,5]thieno[2,3-e]-1,4-diazepine-8-carbothioamide), powder. The yield is 83.0%. As a reaction SMILES: C(O)(=O)C.[Cl:5][C:6]1[CH:11]=[CH:10][CH:9]=[CH:8][C:7]=1[C:12]1[C:13]2[C:27]3[CH2:28][CH2:29][N:30]([C:32](=[S:45])[NH:33][C:34]4[CH:39]=[CH:38][C:37]([O:40][CH3:41])=[CH:36][C:35]=4[N+:42]([O-:44])=[O:43])[CH2:31][C:26]=3[S:25][C:14]=2[N:15]([CH:20]([CH2:22][CH2:23][CH3:24])[CH3:21])[C:16](=[O:19])[CH2:17][N:18]=1.C(O)C.C([BH3-])#N.[Na+]>O>[Cl:5][C:6]1[CH:11]=[CH:10][CH:9]=[CH:8][C:7]=1[CH:12]1[NH:18][CH2:17][C:16](=[O:19])[N:15]([CH:20]([CH2:22][CH2:23][CH3:24])[CH3:21])[C:14]2[S:25][C:26]3[CH2:31][N:30]([C:32](=[S:45])[NH:33][C:34]4[CH:39]=[CH:38][C:37]([O:40][CH3:41])=[CH:36][C:35]=4[N+:42]([O-:44])=[O:43])[CH2:29][CH2:28][C:27]=3[C:13]1=2 |f:3.4|. Reported procedure: Acetic acid (0.5 ml) is added to 0.16 g of 5-(2-chiorophenyl)-1,2,3,6,7,9-hexahydro-N-(4-methoxy-2-nitrophenyl)-2-oxo-1-(2-pentyl)-8H-pyrido[4′,3′:4,5]thieno[2,3-e]-1,4-diazepine-8-carbothioamide (0.26 mmol). Ethanol (3.5 ml) is added to this yellow suspension then acetic acid (1 ml) and finally sodium cyanoborohydride (0.033g, 0.52 mmol) are added dropwise. The reaction mixture is agitated for one hour then it is heated for one hour at 40° C. until solubilization. Then agitation is carried out ...